Dataset: the Open Reaction Database (ORD), a public repository of structured organic reaction records. Task: describe an organic reaction: reactants, conditions, products, and yield The reactants are BrCc1cccc(Br)n1, Cc1ccc(C(=O)c2c(C)[nH]c3ccccc3c2=O)cc1C, CN(C)C=O, [H-], [Na+]. Yields the product Cc1ccc(C(=O)c2c(C)n(Cc3cccc(Br)n3)c3ccccc3c2=O)cc1C. Reaction SMILES: [Br:25][c:26]1[n:27][c:28]([CH2:32][Br:33])[cH:29][cH:30][cH:31]1.[CH3:1][c:2]1[cH:3][c:4]([C:5](=[O:6])[c:7]2[c:8]([CH3:18])[nH:9][c:10]3[cH:11][cH:12][cH:13][cH:14][c:15]3[c:16]2=[O:17])[cH:19][cH:20][c:21]1[CH3:22].[CH3:34][N:35]([CH3:36])[CH:37]=[O:38].[H-:23].[Na+:24]>>[CH3:1][c:2]1[cH:3][c:4]([C:5](=[O:6])[c:7]2[c:8]([CH3:18])[n:9]([CH2:32][c:28]3[n:27][c:26]([Br:25])[cH:31][cH:30][cH:29]3)[c:10]3[cH:11][cH:12][cH:13][cH:14][c:15]3[c:16]2=[O:17])[cH:19][cH:20][c:21]1[CH3:22]. Reactants: CC(=O)O, Cl, CCOC(=O)c1cn(C2CC2)c2c(C)c(F)c(F)c(N)c2c1=O. Yields the product Cc1c(F)c(F)c(N)c2c(=O)c(C(=O)O)cn(C3CC3)c12. As a reaction SMILES: [CH3:25][C:26](=[O:27])[OH:28].[ClH:24].[NH2:1][c:2]1[c:3]2[c:4](=[O:23])[c:5]([C:18](=[O:19])[O:20][CH2:21][CH3:22])[cH:6][n:7]([CH:15]3[CH2:16][CH2:17]3)[c:8]2[c:9]([CH3:14])[c:10]([F:13])[c:11]1[F:12]>>[NH2:1][c:2]1[c:3]2[c:4](=[O:23])[c:5]([C:18](=[O:19])[OH:20])[cH:6][n:7]([CH:15]3[CH2:16][CH2:17]3)[c:8]2[c:9]([CH3:14])[c:10]([F:13])[c:11]1[F:12]. Reactants: Cl.FC=1C=C(C=C(C1)F)[C@@H]1NCCC1 ((R)-2-(3,5-Difluorophenyl)pyrrolidine hydrochloride), BrC1=CC=2N(C=C1)N=CC2C(=O)OCC (Ethyl 5-bromo-pyrazolo[1,5-a]pyridine-3-carboxylate). Yields the product FC=1C=C(C=C(C1)F)[C@@H]1N(CCC1)C1=CC=2N(C=C1)N=CC2C(=O)O ((R)-5-(2-(3,5-difluorophenyl)pyrrolidin-1-yl)pyrazolo[1,5-a]pyridine-3-carboxylic acid), product. As a reaction SMILES: Cl.[F:2][C:3]1[CH:4]=[C:5]([C@H:10]2[CH2:14][CH2:13][CH2:12][NH:11]2)[CH:6]=[C:7]([F:9])[CH:8]=1.Br[C:16]1[CH:21]=[CH:20][N:19]2[N:22]=[CH:23][C:24]([C:25]([O:27]CC)=[O:26])=[C:18]2[CH:17]=1>>[F:9][C:7]1[CH:6]=[C:5]([C@H:10]2[CH2:14][CH2:13][CH2:12][N:11]2[C:16]2[CH:21]=[CH:20][N:19]3[N:22]=[CH:23][C:24]([C:25]([OH:27])=[O:26])=[C:18]3[CH:17]=2)[CH:4]=[C:3]([F:2])[CH:8]=1 |f:0.1|. Procedure details: The title compound was prepared by a method substantially similar to that mentioned in step-5 and step-6 of example-3 using (R)-2-(3,5-Difluorophenyl)pyrrolidine hydrochloride (step-1) and Ethyl 5-bromo-pyrazolo[1,5-a]pyridine-3-carboxylate to afford the product as white solid. MS (ESI): m/z 344.1 (M+H). Reactants: 9.96, C([O-])([O-])=O.[K+].[K+] (potassium carbonate), BrC(C(=O)OCC)C (ethyl 2-bromopropionate), ClC1=C(C=CC(=C1Cl)C(C1=CC=C(C=C1)OC)=O)O (2,3-dichloro-4-(4'-methoxybenzoyl)phenol). The solvent is CC(=O)C (acetone), CC(=O)C (acetone). Product: C(C)OC(C(C)OC1=C(C(=C(C=C1)C(C1=CC=C(C=C1)OC)=O)Cl)Cl)=O (Ethyl-2,3-dichloro-4-(4'-methoxybenzoyl)phenoxy-α-methylacetate). As a reaction SMILES: Br[CH:2]([CH3:8])[C:3]([O:5][CH2:6][CH3:7])=[O:4].[Cl:9][C:10]1[C:15]([Cl:16])=[C:14]([C:17](=[O:26])[C:18]2[CH:23]=[CH:22][C:21]([O:24][CH3:25])=[CH:20][CH:19]=2)[CH:13]=[CH:12][C:11]=1[OH:27].C(=O)([O-])[O-].[K+].[K+]>CC(C)=O>[CH2:6]([O:5][C:3](=[O:4])[CH:2]([O:27][C:11]1[CH:12]=[CH:13][C:14]([C:17](=[O:26])[C:18]2[CH:19]=[CH:20][C:21]([O:24][CH3:25])=[CH:22][CH:23]=2)=[C:15]([Cl:16])[C:10]=1[Cl:9])[CH3:8])[CH3:7] |f:2.3.4|. Procedure: A solution of 9.96 (0.055 mole) of ethyl 2-bromopropionate in 12 ml. of acetone was added over a period of 2 hours to a stirred, refluxing mixture of 14.85 g. (0.05 mole) of 2,3-dichloro-4-(4'-methoxybenzoyl)phenol and 7.60 g. (0.055 mole) of powdered anhydrous potassium carbonate in 200 ml. of acetone. After the addition, the mixture was refluxed for 20 hours and the hot mixture was filtered. The filtrate was evaporated in vacuo and the residue was taken up in 250 ml. of chloroform. The chlorof... The reactants are C(C)OC(=O)C1=CNCCC2=C1NC=1C=CC=CC21 (ethyl-1,2,3,6-tetrahydroazepino[4,5-b]indole-5-carboxylate), C(=O)(OCCCC)C1=CC=C(C=C1)N=C=O (4-(carbobutoxy)phenyl isocyanate). Yields the product C(C)OC(=O)C1=CN(CCC2=C1NC=1C=CC=CC21)C(NC2=CC=C(C=C2)C(=O)OCCCC)=O (3-(4-n-butoxycarbonyl-phenylcarbamoyl)-1,2,3,6-tetrahydroazepino[4,5-b]indole-5-carboxylic acid ethyl ester). Reaction SMILES: [CH2:1]([O:3][C:4]([C:6]1[C:12]2[NH:13][C:14]3[CH:15]=[CH:16][CH:17]=[CH:18][C:19]=3[C:11]=2[CH2:10][CH2:9][NH:8][CH:7]=1)=[O:5])[CH3:2].[C:20]([C:27]1[CH:32]=[CH:31][C:30]([N:33]=[C:34]=[O:35])=[CH:29][CH:28]=1)([O:22][CH2:23][CH2:24][CH2:25][CH3:26])=[O:21]>>[CH2:1]([O:3][C:4]([C:6]1[C:12]2[NH:13][C:14]3[CH:15]=[CH:16][CH:17]=[CH:18][C:19]=3[C:11]=2[CH2:10][CH2:9][N:8]([C:34](=[O:35])[NH:33][C:30]2[CH:29]=[CH:28][C:27]([C:20]([O:22][CH2:23][CH2:24][CH2:25][CH3:26])=[O:21])=[CH:32][CH:31]=2)[CH:7]=1)=[O:5])[CH3:2]. Procedure: The title compound was prepared in a manner similar to that described in Example 72 by using ethyl-1,2,3,6-tetrahydroazepino[4,5-b]indole-5-carboxylate and 4-(carbobutoxy)phenyl isocyanate (˜2.0 mg); MS (ES): 476 (MH+). Reactants: O (water), [O-]C#N.[Na+] (sodium cyanate), O (water), C1OC2C(=C(C(=O)C3=CC=CC=C3)C=C3C2(OCO3)OC1)N (3,4-(Ethylenedioxy)-2-amino-4,5-(methylenedioxy)benzophenone), CC(=O)O (AcOH). Product: C1OC=2C=C3C(=NC(NC3=CC2O1)=O)C1=CC2=C(C=C1)OCCO2 (6,7-methylenedioxy-4-(3,4-ethylenedioxyphenyl)quinazolin-2(1H)-one). As a reaction SMILES: C1CO[C:16]23[O:17][CH2:18][O:19][C:15]2=[CH:14][C:5]([C:6]([C:8]2[CH:13]=[CH:12][CH:11]=[CH:10][CH:9]=2)=O)=[C:4]([NH2:22])[CH:3]3O1.[O-:23][C:24]#[N:25].[Na+].[OH2:27].[CH3:28][C:29]([OH:31])=O>>[CH2:18]1[O:17][C:16]2[CH:3]=[C:4]3[C:5]([C:6]([C:8]4[CH:9]=[CH:10][C:11]5[O:27][CH2:28][CH2:29][O:31][C:12]=5[CH:13]=4)=[N:25][C:24](=[O:23])[NH:22]3)=[CH:14][C:15]=2[O:19]1 |f:1.2|. Procedure: 3,4-(Ethylenedioxy)-2-amino-4,5-(methylenedioxy)benzophenone (15.0 g, 52.63 mmol) was dissolved in AcOH (250 mL) by heating. To this reaction mixture was added sodium cyanate (4.1 g, 63.16 mmol) and water (25 mL). The resulting mixture was then stirred at room temp. open to the air. After stirring for 18 h. excess water (120 mL) was added. The precipitate as collected by filtration. The precipitate was washed with water, and dried to give a 6,7-methylenedioxy-4-(3,4-ethylenedioxyphenyl)quinazoli... Starting materials: ClC1=C(C=C(C=C1)Cl)N1N=C(C=C1C=1SC(=CC1)C1=CC(=CC=C1)S(N)(=O)=O)C(=O)OC (methyl 1-(2,5-dichlorophenyl)-5-(5-(3-sulfamoylphenyl)thiophen-2-yl)-1H-pyrazole-3-carboxylate), C(C)(C)O (isopropyl alcohol), [F-].[K+] (KF), Cl (HCl). Reaction conditions: temperature 82.5 celsius. The product is NS(=O)(=O)C=1C=C(C=CC1)C1=CC=C(S1)C1=CC(=NN1C1=C(C=CC(=C1)Cl)Cl)C(=O)OC(C)C (1-methylethyl 5-{5-[3-(aminosulfonyl)phenyl]-2-thienyl}-1-(2,5-dichlorophenyl)-1H-pyrazole-3-carboxylate). RXN SMILES: [Cl:1][C:2]1[CH:7]=[CH:6][C:5]([Cl:8])=[CH:4][C:3]=1[N:9]1[C:13]([C:14]2[S:15][C:16]([C:19]3[CH:24]=[CH:23][CH:22]=[C:21]([S:25](=[O:28])(=[O:27])[NH2:26])[CH:20]=3)=[CH:17][CH:18]=2)=[CH:12][C:11]([C:29](OC)=[O:30])=[N:10]1.[F-].[K+].Cl.[CH:36]([OH:39])([CH3:38])[CH3:37]>>[NH2:26][S:25]([C:21]1[CH:20]=[C:19]([C:16]2[S:15][C:14]([C:13]3[N:9]([C:3]4[CH:4]=[C:5]([Cl:8])[CH:6]=[CH:7][C:2]=4[Cl:1])[N:10]=[C:11]([C:29]([O:39][CH:36]([CH3:38])[CH3:37])=[O:30])[CH:12]=3)=[CH:18][CH:17]=2)[CH:24]=[CH:23][CH:22]=1)(=[O:28])=[O:27] |f:1.2|. Procedure: Into a 25 mL flask was weighed 114 mg (224 mmol) of methyl 1-(2,5-dichlorophenyl)-5-(5-(3-sulfamoylphenyl)thiophen-2-yl)-1H-pyrazole-3-carboxylate, 156 mg of KF, 4 mL of isopropyl alcohol, and 200 μL of concentrated HCl. The reaction was heated at 80-85° C. for 3 days. The reaction was then washed into a separatory funnel with ethyl acetate and water. The ethyl acetate was separated, washed with brine, was dried (Na2SO4), and concentrated in vacuo. Product was further purified by silica gel flas...